This data is from the Open Reaction Database (ORD), a public repository of structured organic reaction records. The task is: describe an organic reaction: reactants, conditions, products, and yield Reactants: [H-].[Na+] (Sodium hydride), FC1=C(C=C2CCC(C2=C1)NC(/C(/CCCCl)=C/C1=CC(=C(C=C1)N1C=NC(=C1)C)OC)=O)N1CCOCC1 ((E)-5-chloro-2-(3-methoxy-4-(4-methyl-1H-imidazol-1-yl)benzylidene)valeric acid (6-fluoro-5-morpholin-4-ylindan-1-yl)amide), raw materials, O (water), C(C)(=O)OCC (ethyl acetate). Solvent: CN(C)C=O (DMF). Reaction conditions: time 15 minute. Product: FC1=C(C=C2CCC(C2=C1)N1C(/C(/CCC1)=C/C1=CC(=C(C=C1)N1C=NC(=C1)C)OC)=O)N1CCOCC1 ((E)-1-(6-fluoro-5-morpholin-4-ylindan-1-yl)-3-(3-methoxy-4-(4-methyl-1H-imidazol-1-yl)benzylidene)piperidin-2-one). The yield is 74.0%. RXN SMILES: [H-].[Na+].[F:3][C:4]1[CH:12]=[C:11]2[C:7]([CH2:8][CH2:9][CH:10]2[NH:13][C:14](=[O:35])/[C:15](=[CH:20]/[C:21]2[CH:26]=[CH:25][C:24]([N:27]3[CH:31]=[C:30]([CH3:32])[N:29]=[CH:28]3)=[C:23]([O:33][CH3:34])[CH:22]=2)/[CH2:16][CH2:17][CH2:18]Cl)=[CH:6][C:5]=1[N:36]1[CH2:41][CH2:40][O:39][CH2:38][CH2:37]1.O.C(OCC)(=O)C>CN(C=O)C>[F:3][C:4]1[CH:12]=[C:11]2[C:7]([CH2:8][CH2:9][CH:10]2[N:13]2[CH2:18][CH2:17][CH2:16]/[C:15](=[CH:20]\[C:21]3[CH:26]=[CH:25][C:24]([N:27]4[CH:31]=[C:30]([CH3:32])[N:29]=[CH:28]4)=[C:23]([O:33][CH3:34])[CH:22]=3)/[C:14]2=[O:35])=[CH:6][C:5]=1[N:36]1[CH2:41][CH2:40][O:39][CH2:38][CH2:37]1 |f:0.1|. Reported procedure: Sodium hydride (containing mineral oil at 40%, 19.0 mg) was added to a solution of (E)-5-chloro-2-(3-methoxy-4-(4-methyl-1H-imidazol-1-yl)benzylidene)valeric acid (6-fluoro-5-morpholin-4-ylindan-1-yl)amide (123 mg) in DMF (3.0 mL) at 0° C., and the reaction solution was stirred for 15 minutes. After confirming that the raw materials disappeared, water and ethyl acetate were added to the reaction solution and the organic layer was partitioned. The organic layer was washed with brine, and then dri...